Dataset: the Open Reaction Database (ORD), a public repository of structured organic reaction records. Task: describe an organic reaction: reactants, conditions, products, and yield The reactants are O=S(=O)(OCCC(O)C1CCCCC1)c1ccc(Br)cc1, Cc1ccc(NC2CCNCC2)nc1, COCCOC, [Na+], O=C([O-])O. Product: Cc1ccc(NC2CCN(CCC(O)C3CCCCC3)CC2)nc1. Reaction SMILES: [Br:20][c:21]1[cH:22][cH:23][c:24]([S:25]([O:26][CH2:31][CH2:32][CH:33]([OH:34])[CH:35]2[CH2:36][CH2:37][CH2:38][CH2:39][CH2:40]2)(=[O:27])=[O:28])[cH:29][cH:30]1.[CH3:1][c:2]1[cH:3][cH:4][c:5]([NH:8][CH:9]2[CH2:10][CH2:11][NH:12][CH2:13][CH2:14]2)[n:6][cH:7]1.[CH3:41][O:42][CH2:43][CH2:44][O:45][CH3:46].[Na+:15].[OH:16][C:17](=[O:18])[O-:19]>>[CH3:1][c:2]1[cH:3][cH:4][c:5]([NH:8][CH:9]2[CH2:10][CH2:11][N:12]([CH2:31][CH2:32][CH:33]([OH:34])[CH:35]3[CH2:36][CH2:37][CH2:38][CH2:39][CH2:40]3)[CH2:13][CH2:14]2)[n:6][cH:7]1. Reactants: CCOCC, COc1cc(Cl)cc(CO)c1, O=[Cr](=O)([O-])Cl, c1cc[nH+]cc1. Product: COc1cc(Cl)cc(C=O)c1. RXN SMILES: [CH3:23][CH2:24][O:25][CH2:26][CH3:27].[Cl:1][c:2]1[cH:3][c:4]([CH2:5][OH:6])[cH:7][c:8]([O:10][CH3:11])[cH:9]1.[O:12]=[Cr:13]([Cl:14])([O-:15])=[O:16].[nH+:17]1[cH:18][cH:19][cH:20][cH:21][cH:22]1>>[Cl:1][c:2]1[cH:3][c:4]([CH:5]=[O:6])[cH:7][c:8]([O:10][CH3:11])[cH:9]1. Procedure details: Using the procedure of Example 1, Step F, the N-deprotection reaction of 1.3 g (2.76 mmol) of 3-[1-(2,2-dimethyl-propionyl)-6-nitro-1H-indol-3-yl]-4-(1-methyl-1H-indol-3-yl)-pyrrole-2,5-dione (20) from Step D above with 4.3 ml (6.88 mmol) of a 1.6 molar solution of NaOCH3 in 65 ml of methanol yielded 300.6 mg (28.1%) of 3-(1-methyl-1H-indol-3-yl)-4-(6-nitro-1H-indol-3-yl)-pyrrole-2,5-dione (III) as a red solid after crystallization from ethyl acetate and hexane. mp>260° C. MS: (M+), m/z 386. Yields the product CN1C=C(C2=CC=CC=C12)C=1C(NC(C1C1=CNC2=CC(=CC=C12)[N+](=O)[O-])=O)=O (3-(1-Methyl-1H-indol-3-yl)-4-(6-nitro-1H-indol-3-yl)-pyrrole-2,5-dione). The reactants are CC(C(=O)N1C=C(C2=CC=C(C=C12)[N+](=O)[O-])C=1C(NC(C1C1=CN(C2=CC=CC=C12)C)=O)=O)(C)C (3-[1-(2,2-Dimethyl-propionyl)-6-nitro-1H-indol-3-yl]-4-(1-methyl-1H-indol-3-yl)-pyrrole-2,5-dione), solution, O([Na])C (NaOCH3). Reaction SMILES: CC(C)(C)C([N:5]1[C:13]2[C:8](=[CH:9][CH:10]=[C:11]([N+:14]([O-:16])=[O:15])[CH:12]=2)[C:7]([C:17]2[C:18](=[O:33])[NH:19][C:20](=[O:32])[C:21]=2[C:22]2[C:30]3[C:25](=[CH:26][CH:27]=[CH:28][CH:29]=3)[N:24]([CH3:31])[CH:23]=2)=[CH:6]1)=O.O(C)[Na]>CO>[CH3:31][N:24]1[C:25]2[C:30](=[CH:29][CH:28]=[CH:27][CH:26]=2)[C:22]([C:21]2[C:20](=[O:32])[NH:19][C:18](=[O:33])[C:17]=2[C:7]2[C:8]3[C:13](=[CH:12][C:11]([N+:14]([O-:16])=[O:15])=[CH:10][CH:9]=3)[NH:5][CH:6]=2)=[CH:23]1. Yield: 28.2%. Solvent: CO (methanol). The reactants are ClC1=C(NC(=C1Cl)C)C(=O)N[C@H]1[C@H](CN(CC1)C(=O)OCC)OCC (ethyl (3S,4R)-4-{[(3,4-dichloro-5-methyl-1H-pyrrol-2-yl)carbonyl]amino}-3-ethoxypiperidine-1-carboxylate), ClC1=C(NC(=C1Cl)C)C(=O)N[C@H]1[C@H](CN(CC1)C(=O)OCC)OCC (ethyl (3S,4R)-4-{[(3,4-dichloro-5-methyl-1H-pyrrol-2-yl)carbonyl]amino}-3-ethoxypiperidine-1-carboxylate), [OH-].[K+] (potassium hydroxide), O.NN (hydrazine hydrate), O (water). Solvent: C(CO)O (ethylene glycol). Yields the product ClC1=C(NC(=C1Cl)C)C(=O)N[C@H]1[C@H](CNCC1)OCC (3,4-dichloro-N-[(3S,4R)-3-ethoxypiperidin-4-yl]-5-methyl-1H-pyrrole-2-carboxamide). The yield is 64.4%. RXN SMILES: [Cl:1][C:2]1[C:6]([Cl:7])=[C:5]([CH3:8])[NH:4][C:3]=1[C:9]([NH:11][C@@H:12]1[CH2:17][CH2:16][N:15](C(OCC)=O)[CH2:14][C@@H:13]1[O:23][CH2:24][CH3:25])=[O:10].[OH-].[K+].O.NN.O>C(O)CO>[Cl:1][C:2]1[C:6]([Cl:7])=[C:5]([CH3:8])[NH:4][C:3]=1[C:9]([NH:11][C@@H:12]1[CH2:17][CH2:16][NH:15][CH2:14][C@@H:13]1[O:23][CH2:24][CH3:25])=[O:10] |f:1.2,3.4|. Procedure details: A solution of ethyl (3S,4R)-4-{[(3,4-dichloro-5-methyl-1H-pyrrol-2-yl)carbonyl]amino}-3-ethoxypiperidine-1-carboxylate (Intermediate 25, 1.9 g, 4.85 mmol), potassium hydroxide (1.9 g, 34.01 mmol), and hydrazine hydrate (1.71 mL, 34.01 mmol) in ethylene glycol (150 mL) was stirred for 40 h at 120° C. The reaction mixture was poured in to water (120 mL) and extracted with ethyl acetate (2×150 mL). The combined organic extracts were dried over anhydrous sodium sulphate, filtered, concentrated in va... Starting materials: CC(=O)C=P(C1=CC=CC=C1)(C1=CC=CC=C1)C1=CC=CC=C1 (methylcarbonylmethylenetriphenyl phosphorane), C(CCC)[Li] (butyllithium), C(C=C)Br (allyl bromide). Run in O1CCCC1 (tetrahydrofuran). Product: C(CC=C)C(=O)C=P(C1=CC=CC=C1)(C1=CC=CC=C1)C1=CC=CC=C1 ((3-Butenyl)-carbonylmethylenetriphenyl phosphorane). As a reaction SMILES: [CH3:1][C:2]([CH:4]=[P:5]([C:18]1[CH:23]=[CH:22][CH:21]=[CH:20][CH:19]=1)([C:12]1[CH:17]=[CH:16][CH:15]=[CH:14][CH:13]=1)[C:6]1[CH:11]=[CH:10][CH:9]=[CH:8][CH:7]=1)=[O:3].[CH2:24]([Li])[CH2:25][CH2:26]C.C(Br)C=C>O1CCCC1>[CH2:1]([C:2]([CH:4]=[P:5]([C:18]1[CH:23]=[CH:22][CH:21]=[CH:20][CH:19]=1)([C:6]1[CH:11]=[CH:10][CH:9]=[CH:8][CH:7]=1)[C:12]1[CH:13]=[CH:14][CH:15]=[CH:16][CH:17]=1)=[O:3])[CH2:26][CH:25]=[CH2:24]. Procedure: By reaction of 15.0 g of methylcarbonylmethylenetriphenyl phosphorane in 471 ml of tetrahydrofuran with 31.0 ml of butyllithium and 4.28 ml of allyl bromide analogously to 7, the title compound is obtained as crystallized oil with a melting point of 92°-93° C. The reactants are C(C)(C)(C)OC(=O)N1[C@@H]([C@@H](CCC1)O[Si](C)(C)C(C)(C)C)[C@@H](C)NC1=C(C(=C(C=C1)C#N)Cl)C ((±)-(2R,3R)-1-tert-Butyloxycarbonyl-3-(tert-butyldimethylsilanyloxy)-2-[(1R)-1-(3-chloro-4-cyano-2-methylphenylamino)ethyl]piperidine), C26H43ClN3O3Si, C26H43ClN3O3Si, C(C)(C)(C)OC(=O)N1[C@@H]([C@@H](CCC1)O[Si](C)(C)C(C)(C)C)[C@H](C)NC1=C(C(=C(C=C1)C#N)Cl)C ((±) (2R,3R)-1-tert-Butyloxycarbonyl-3-(tert-butyldimethylsilanyloxy)-2-[(1S)-1-(3-chloro-4-cyano-2-methylphenylamino)ethyl]piperidine). Reported procedure: Compounds 81A-a and 81A-b were synthesized from 1-tert-butyloxycarbonyl-3-(tert-butyldimethylsilanyloxy)-2-formyl-piperidine (18F) following a procedure similar to that used for 80F to give a mixture of 81A-a and 81A-b as the crude product. Purification and separation by flash chromatography (12 g ISCO silica gel column, 0-20% EtOAc/hexane gradient) provided 81A-a as colorless film (28 mg) and 81A-b (14 mg) as a colorless film. For 81A-a: HPLC (Phenomenex Luna 5 u C18 4.6×50 mm, linear gradient ... Reaction SMILES: C(O[C:6]([N:8]1[CH2:13][CH2:12]C[C@@H:10]([O:14][Si](C(C)(C)C)(C)C)[C@H:9]1[C@H:22]([NH:24][C:25]1[CH:30]=[CH:29][C:28]([C:31]#[N:32])=[C:27]([Cl:33])[C:26]=1[CH3:34])[CH3:23])=[O:7])(C)(C)C.C(OC(N1CCC[C@@H](O[Si](C(C)(C)C)(C)C)[C@H]1[C@@H](NC1C=CC(C#N)=C(Cl)C=1C)C)=O)(C)(C)C>>[OH:14][C@H:10]1[C@@H:9]2[N:8]([C:6](=[O:7])[N:24]([C:25]3[CH:30]=[CH:29][C:28]([C:31]#[N:32])=[C:27]([Cl:33])[C:26]=3[CH3:34])[C@H:22]2[CH3:23])[CH2:13][CH2:12]1. Yields the product O[C@@H]1CCN2C(N([C@H]([C@@H]21)C)C2=C(C(=C(C#N)C=C2)Cl)C)=O (4-[(1S,7R,7aR)-7-Hydroxy-1-methyl-3-oxohexahydropyrrolo[1,2-c]imidazol-2-yl]-2-chloro-3-methylbenzonitrile). Yield: 104.7%. Solvent: O1CCCC1 (tetrahydrofuran), O1CCCC1 (tetrahydrofuran). Reaction conditions: time 8 hour. Reaction SMILES: [F:1][C:2]1[CH:3]=[C:4]([CH:8]=[CH:9][C:10]=1[C:11]([F:14])([F:13])[F:12])[C:5](O)=[O:6].B.Cl>O1CCCC1>[F:1][C:2]1[CH:3]=[C:4]([CH:8]=[CH:9][C:10]=1[C:11]([F:12])([F:13])[F:14])[CH2:5][OH:6]. Product: FC=1C=C(CO)C=CC1C(F)(F)F (3-fluoro-4-(trifluoromethyl)benzyl alcohol). Procedure details: To a solution of 3-fluoro-4-(trifluoromethyl)benzoic acid (10.5 g, 50.7 mmol) in tetrahydrofuran (30 ml) was added a 1M tetrahydrofuran solution of borane (63 ml, 63 mmol) and the mixture was stirred at room temperature for 8 hrs. 1N Hydrochloric acid (100 ml) was added to the reaction solution and the mixture was extracted with ethyl acetate (300 ml×2). The extract was washed with saturated brine, dried over anhydrous magnesium sulfate and evaporated under reduced pressure. The residue was puri... Starting materials: FC=1C=C(C(=O)O)C=CC1C(F)(F)F (3-fluoro-4-(trifluoromethyl)benzoic acid), B (borane), Cl (Hydrochloric acid). The reactants are O=C([O-])[O-], CC(=O)Nc1ccc(B2OC(C)(C)C(C)(C)O2)cc1, [Cs+], [Cs+], CC(C)(C)OC(=O)N1CCC(c2n[nH]c3c(C(N)=O)cc(Br)cc23)CC1, C1COCCO1, O, c1ccc(P(c2ccccc2)(c2ccccc2)[Pd](P(c2ccccc2)(c2ccccc2)c2ccccc2)(P(c2ccccc2)(c2ccccc2)c2ccccc2)P(c2ccccc2)(c2ccccc2)c2ccccc2)cc1. Product: CC(=O)Nc1ccc(-c2cc(C(N)=O)c3[nH]nc(C4CCN(C(=O)OC(C)(C)C)CC4)c3c2)cc1. As a reaction SMILES: [C:46](=[O:47])([O-:48])[O-:49].[CH3:27][C:28]1([CH3:29])[C:30]([CH3:31])([CH3:32])[O:33][B:34]([c:35]2[cH:36][cH:37][c:38]([NH:41][C:42]([CH3:43])=[O:44])[cH:39][cH:40]2)[O:45]1.[Cs+:50].[Cs+:51].[NH2:1][C:2](=[O:3])[c:4]1[cH:5][c:6]([Br:26])[cH:7][c:8]2[c:9]([CH:13]3[CH2:14][CH2:15][N:16]([C:19](=[O:20])[O:21][C:22]([CH3:23])([CH3:24])[CH3:25])[CH2:17][CH2:18]3)[n:10][nH:11][c:12]12.[O:53]1[CH2:54][CH2:55][O:56][CH2:57][CH2:58]1.[OH2:52].[cH:59]1[cH:60][cH:61][c:62]([P:63]([Pd:64]([P:65]([c:66]2[cH:67][cH:68][cH:69][cH:70][cH:71]2)([c:72]2[cH:73][cH:74][cH:75][cH:76][cH:77]2)[c:78]2[cH:79][cH:80][cH:81][cH:82][cH:83]2)([P:84]([c:85]2[cH:86][cH:87][cH:88][cH:89][cH:90]2)([c:91]2[cH:92][cH:93][cH:94][cH:95][cH:96]2)[c:97]2[cH:98][cH:99][cH:100][cH:101][cH:102]2)[P:103]([c:104]2[cH:105][cH:106][cH:107][cH:108][cH:109]2)([c:110]2[cH:111][cH:112][cH:113][cH:114][cH:115]2)[c:116]2[cH:117][cH:118][cH:119][cH:120][cH:121]2)([c:122]2[cH:123][cH:124][cH:125][cH:126][cH:127]2)[c:128]2[cH:129][cH:130][cH:131][cH:132][cH:133]2)[cH:134][cH:135]1>>[NH2:1][C:2](=[O:3])[c:4]1[cH:5][c:6](-[c:35]2[cH:36][cH:37][c:38]([NH:41][C:42]([CH3:43])=[O:44])[cH:39][cH:40]2)[cH:7][c:8]2[c:9]([CH:13]3[CH2:14][CH2:15][N:16]([C:19](=[O:20])[O:21][C:22]([CH3:23])([CH3:24])[CH3:25])[CH2:17][CH2:18]3)[n:10][nH:11][c:12]12.